This data is from the Open Reaction Database (ORD), a public repository of structured organic reaction records. The task is: describe an organic reaction: reactants, conditions, products, and yield Reactants: CC1(C)OB(c2ccc(C#N)c3ccccc23)OC1(C)C, Clc1nccnc1Cl, [Na+], [Na+], O=C([O-])[O-], C1COCCO1. Product: N#Cc1ccc(-c2nccnc2Cl)c2ccccc12. RXN SMILES: [CH3:9][C:10]1([CH3:11])[C:12]([CH3:13])([CH3:14])[O:15][B:16]([c:17]2[cH:18][cH:19][c:20]([C:27]#[N:28])[c:21]3[cH:22][cH:23][cH:24][cH:25][c:26]23)[O:29]1.[Cl:1][c:2]1[n:3][cH:4][cH:5][n:6][c:7]1[Cl:8].[Na+:30].[Na+:31].[O-:32][C:33](=[O:34])[O-:35].[O:36]1[CH2:37][CH2:38][O:39][CH2:40][CH2:41]1>>[c:2]1(-[c:17]2[cH:18][cH:19][c:20]([C:27]#[N:28])[c:21]3[cH:22][cH:23][cH:24][cH:25][c:26]23)[n:3][cH:4][cH:5][n:6][c:7]1[Cl:8].